From a dataset of the Open Reaction Database (ORD), a public repository of structured organic reaction records. describe an organic reaction: reactants, conditions, products, and yield Starting materials: CCO, [Cl-], O=[N+]([O-])c1cc(Cl)cc(-c2cnc(C3(O)CCC3)s2)c1, [Fe], [NH4+], O. Product: Nc1cc(Cl)cc(-c2cnc(C3(O)CCC3)s2)c1. Reaction SMILES: [CH3:25][CH2:26][OH:27].[Cl-:22].[Cl:2][c:3]1[cH:4][c:5](-[c:12]2[cH:13][n:14][c:15]([C:17]3([OH:21])[CH2:18][CH2:19][CH2:20]3)[s:16]2)[cH:6][c:7]([N+:9]([O-:10])=[O:11])[cH:8]1.[Fe:24].[NH4+:23].[OH2:1]>>[Cl:2][c:3]1[cH:4][c:5](-[c:12]2[cH:13][n:14][c:15]([C:17]3([OH:21])[CH2:18][CH2:19][CH2:20]3)[s:16]2)[cH:6][c:7]([NH2:9])[cH:8]1. Reactants: BrCC=1C=C2C=CC(N(C2=CC1)C)=O (6-bromomethyl-1-methyl-1,2-dihydroquinolin-2-one), C(C)(C)(C)SC1(CCOCC1)C1=CC(=CC(=C1)F)O (4-tert-butylthio-4-(5-fluoro-3-hydroxyphenyl)tetrahydropyran). The product is C(C)(C)(C)SC1(CCOCC1)C1=CC(=CC(=C1)F)OCC=1C=C2C=CC(N(C2=CC1)C)=O (4-tert-butylthio-4-[5-fluoro-3-(1-methyl-2-oxo-1,2-dihydroquinolin-6-ylmethoxy)phenyl]tetrahydropyran). Isolated yield 30.0%. RXN SMILES: Br[CH2:2][C:3]1[CH:4]=[C:5]2[C:10](=[CH:11][CH:12]=1)[N:9]([CH3:13])[C:8](=[O:14])[CH:7]=[CH:6]2.[C:15]([S:19][C:20]1([C:26]2[CH:31]=[C:30]([F:32])[CH:29]=[C:28]([OH:33])[CH:27]=2)[CH2:25][CH2:24][O:23][CH2:22][CH2:21]1)([CH3:18])([CH3:17])[CH3:16]>>[C:15]([S:19][C:20]1([C:26]2[CH:31]=[C:30]([F:32])[CH:29]=[C:28]([O:33][CH2:2][C:3]3[CH:4]=[C:5]4[C:10](=[CH:11][CH:12]=3)[N:9]([CH3:13])[C:8](=[O:14])[CH:7]=[CH:6]4)[CH:27]=2)[CH2:25][CH2:24][O:23][CH2:22][CH2:21]1)([CH3:18])([CH3:16])[CH3:17]. Procedure: Using a similar procedure to that described in Example 11, 6-bromomethyl-1-methyl-1,2-dihydroquinolin-2-one was reacted with 4-tert-butylthio-4-(5-fluoro-3-hydroxyphenyl)tetrahydropyran to give 4-tert-butylthio-4-[5-fluoro-3-(1-methyl-2-oxo-1,2-dihydroquinolin-6-ylmethoxy)phenyl]tetrahydropyran in 30% yield, m.p. 54°-56° C. Reactants: [N+](=O)([O-])C1=C(C=CC(=C1)N)N (2-nitro-p-phenylenediamine), C([O-])(O)=O.[Na+] (sodium bicarbonate), ClC(=O)OC (Methyl chloroformate). Run in O (water). Run at temperature 5 celsius, time 2 hour. Product: COC(=O)NC1=CC(=C(N)C=C1)[N+](=O)[O-] (4-methoxycarbonylamino-2-nitroaniline). The yield is 72.5%. Reaction SMILES: Cl[C:2]([O:4][CH3:5])=[O:3].[N+:6]([C:9]1[CH:14]=[C:13]([NH2:15])[CH:12]=[CH:11][C:10]=1[NH2:16])([O-:8])=[O:7].C(=O)(O)[O-].[Na+]>O>[CH3:5][O:4][C:2]([NH:15][C:13]1[CH:12]=[CH:11][C:10]([NH2:16])=[C:9]([N+:6]([O-:8])=[O:7])[CH:14]=1)=[O:3] |f:2.3|. Procedure: Methyl chloroformate (34 g) was added dropwise with stirring to a mixture of 2-nitro-p-phenylenediamine (50 g), sodium bicarbonate (44.5 g) and water (700 ml). The temperature was maintained at 5° C. during the addition by means of external cooling. After the addition was complete the mixture was allowed to warm to room temperature and the stirring was continued for two hours. The solid was filtered off and recrystallised from isopropanol to give 4-methoxycarbonylamino-2-nitroaniline (50 g), m.p...